Task: describe an organic reaction: reactants, conditions, products, and yield. Dataset: the Open Reaction Database (ORD), a public repository of structured organic reaction records The reactants are BrC1=CC=C(C=O)C=C1 (4-bromobenzaldehyde), CC(C)(C)[S@](=O)N ((S)-(−)-2-methylpropane-2-sulfinamide). Reagents/catalysts: S(=O)(=O)([O-])[O-].[Cu+2] (copper (II) sulfate). Solvent: C(Cl)Cl (CH2Cl2). Conditions: time 24 hour. Product: BrC1=CC=C(C=C1)\C=N\S(=O)C(C)(C)C (N-[(1E)-(4-bromophenyl)methylidene]-2-methylpropane-2-sulfinamide). The yield is 97.2%. Reaction SMILES: [Br:1][C:2]1[CH:9]=[CH:8][C:5]([CH:6]=O)=[CH:4][CH:3]=1.[CH3:10][C:11]([S@@:14]([NH2:16])=[O:15])([CH3:13])[CH3:12]>C(Cl)Cl.S([O-])([O-])(=O)=O.[Cu+2]>[Br:1][C:2]1[CH:9]=[CH:8][C:5](/[CH:6]=[N:16]/[S:14]([C:11]([CH3:13])([CH3:12])[CH3:10])=[O:15])=[CH:4][CH:3]=1 |f:3.4|. Procedure: To a solution of 2.0 g (10 mmol) 4-bromobenzaldehyde in 20 ml CH2Cl2 at rt was added 1.3 g (10 mmol) (S)-(−)-2-methylpropane-2-sulfinamide and 2.4 g (10 mmol) copper (II) sulfate. After 24 h at room temperature, the reaction mixture was filtered through celite and concentrated in vacuo. Purification by flash chromatography (silica gel, linear gradient 0-40% EtOAc:hexane) afforded 2.8 g (90%) N-[(1E)-(4-bromophenyl)methylidene]-2-methylpropane-2-sulfinamide. ES-MS [M+1]=289.0. Starting materials: N1C=CC=2C=NC(=CC21)C(=O)OC(C)(C)C (tert-butyl 1H-pyrrolo[3,2-c]pyridine-6-carboxylate), [H-].[Na+] (NaH), FC1=CC=C(C=C1)[N+](=O)[O-] (4-fluoronitrobenzene). The solvent is CN(C)C=O (DMF). Conditions: time 10 minute. Product: [N+](=O)([O-])C1=CC=C(C=C1)N1C=CC=2C=CC(=NC21)C(=O)OC(C)(C)C (tert-Butyl 1-(4-nitrophenyl)-1H-pyrrolo[3,2-]pyridine-6-carboxylate). Yield: 73.4%. Reaction SMILES: [NH:1]1[C:9]2[CH:8]=[C:7]([C:10]([O:12][C:13]([CH3:16])([CH3:15])[CH3:14])=[O:11])[N:6]=[CH:5][C:4]=2[CH:3]=[CH:2]1.[H-].[Na+].F[C:20]1[CH:25]=[CH:24][C:23]([N+:26]([O-:28])=[O:27])=[CH:22][CH:21]=1>CN(C=O)C>[N+:26]([C:23]1[CH:24]=[CH:25][C:20]([N:1]2[C:5]3[N:6]=[C:7]([C:10]([O:12][C:13]([CH3:16])([CH3:15])[CH3:14])=[O:11])[CH:8]=[CH:9][C:4]=3[CH:3]=[CH:2]2)=[CH:21][CH:22]=1)([O-:28])=[O:27] |f:1.2|. Reported procedure: To a solution of tert-butyl 1H-pyrrolo[3,2-c]pyridine-6-carboxylate (120 mg, 0.55 mmol) in DMF (3 mL) at rt, was added NaH (60% in mineral oil, 26.4 mg, 0.66 mmol). The mixture was stirred for 10 min and 4-fluoronitrobenzene (155 mg, 1.1 mmol) was added to the reaction. The resulting mixture was stirred at rt for 1 h. The reaction was quenched with sat. aq. sodium citrate solution, extracted with EtOAc and dried over MgSO4. The product was purified by flash column chromatography (SiO2, 25% EtOAc...